From a dataset of the Open Reaction Database (ORD), a public repository of structured organic reaction records. describe an organic reaction: reactants, conditions, products, and yield The reactants are FC1=CC=CC(=N1)S(=O)(=O)Cl (6-fluoropyridine-2-sulphonyl chloride), N1CCOCC1 (morpholine). Run in C(Cl)(Cl)Cl (chloroform), C(Cl)(Cl)Cl (chloroform). Product: N1(CCOCC1)S(=O)(=O)C1=NC(=CC=C1)F (2-(morpholine-4-sulphonyl)-6-fluoropyridine). As a reaction SMILES: [F:1][C:2]1[N:7]=[C:6]([S:8](Cl)(=[O:10])=[O:9])[CH:5]=[CH:4][CH:3]=1.[NH:12]1[CH2:17][CH2:16][O:15][CH2:14][CH2:13]1>C(Cl)(Cl)Cl>[N:12]1([S:8]([C:6]2[CH:5]=[CH:4][CH:3]=[C:2]([F:1])[N:7]=2)(=[O:10])=[O:9])[CH2:17][CH2:16][O:15][CH2:14][CH2:13]1. Reported procedure: To a solution of 6-fluoropyridine-2-sulphonyl chloride (1.96 g) in chloroform (40 cm3) at 0° C. was added a solution of morpholine (1.74 g) in chloroform (20 cm3). The reaction was quenched in water (100 cm3) and the product extracted into chloroform (3×50 cm3). The combined organic layers were washed with water, dried over anhydrous magnesium sulphate and the solvent evaporated under reduced pressure to give the title compound which was used without further purification. The reactants are FC=1C=C(CC2NCCC3=CC(=C(C=C23)OC)OC)C=CC1F (1-(3,4-Difluoro-benzyl)-6,7-dimethoxy-1,2,3,4-tetrahydroisoquinoline), BrCC(=O)Br (2-bromoacetyl bromide), C(C1=CC=CC=C1)NC (N-benzyl-N-methylamine). Product: FC=1C=C(CC2N(CCC3=CC(=C(C=C23)OC)OC)CC(=O)N(C)CC2=CC=CC=C2)C=CC1F (2-[1-(3,4-Difluoro-benzyl)-6,7-dimethoxy-3,4-dihydro-1H-isoquinolin-2-yl]-N-benzyl-N-methyl-acetamide). RXN SMILES: [F:1][C:2]1[CH:3]=[C:4]([CH:20]=[CH:21][C:22]=1[F:23])[CH2:5][CH:6]1[C:15]2[C:10](=[CH:11][C:12]([O:18][CH3:19])=[C:13]([O:16][CH3:17])[CH:14]=2)[CH2:9][CH2:8][NH:7]1.Br[CH2:25][C:26](Br)=[O:27].[CH2:29]([NH:36][CH3:37])[C:30]1[CH:35]=[CH:34][CH:33]=[CH:32][CH:31]=1>>[F:1][C:2]1[CH:3]=[C:4]([CH:20]=[CH:21][C:22]=1[F:23])[CH2:5][CH:6]1[C:15]2[C:10](=[CH:11][C:12]([O:18][CH3:19])=[C:13]([O:16][CH3:17])[CH:14]=2)[CH2:9][CH2:8][N:7]1[CH2:25][C:26]([N:36]([CH2:29][C:30]1[CH:35]=[CH:34][CH:33]=[CH:32][CH:31]=1)[CH3:37])=[O:27]. Procedure details: prepared by reaction of 1-(3,4-Difluoro-benzyl)-6,7-dimethoxy-1,2,3,4-tetrahydroisoquinoline and 2-bromoacetyl bromide with N-benzyl-N-methylamine The reactants are ClC1=NC=C(C=C1)[N+](=O)[O-] (2-Chloro-5-nitropyridine), C(C1=CC=CC=C1)OC1=CC=C(C=C1)O (4-benzyloxyphenol). Product: C(C1=CC=CC=C1)OC1=CC=C(OC2=NC=C(C=C2)[N+](=O)[O-])C=C1 (2-(4-Benzyloxyphenoxy)-5-nitropyridine). Reaction SMILES: Cl[C:2]1[CH:7]=[CH:6][C:5]([N+:8]([O-:10])=[O:9])=[CH:4][N:3]=1.[CH2:11]([O:18][C:19]1[CH:24]=[CH:23][C:22]([OH:25])=[CH:21][CH:20]=1)[C:12]1[CH:17]=[CH:16][CH:15]=[CH:14][CH:13]=1>>[CH2:11]([O:18][C:19]1[CH:20]=[CH:21][C:22]([O:25][C:2]2[CH:7]=[CH:6][C:5]([N+:8]([O-:10])=[O:9])=[CH:4][N:3]=2)=[CH:23][CH:24]=1)[C:12]1[CH:13]=[CH:14][CH:15]=[CH:16][CH:17]=1. Reported procedure: 2-Chloro-5-nitropyridine (10.0 g, 63.08 mmol) and 4-benzyloxyphenol (12.6 g, 63.08 mmol) were reacted in analogy to example 30b. Yield: 19.5 g (96%), M+H+: 323.11. The reactants are [H-].C(C(C)C)[Al+]CC(C)C (Diisobutylaluminium hydride), C1(=CC=CC=C1)C (toluene), O1C2=C(C(=C1)C(=O)OC)C=CC=C2 (methyl benzo[b]furan-3-carboxylate). Run in O1CCCC1 (tetrahydrofuran). Run at temperature -75 celsius, time 30 minute. The product is OCC=1C2=C(OC1)C=CC=C2 (3-Hydroxymethylbenzo[b]furan). Isolated yield 97.4%. RXN SMILES: [H-].C([Al+]CC(C)C)C(C)C.C1(C)C=CC=CC=1.[O:18]1[CH:22]=[C:21]([C:23](OC)=[O:24])[C:20]2[CH:27]=[CH:28][CH:29]=[CH:30][C:19]1=2>O1CCCC1>[OH:24][CH2:23][C:21]1[C:20]2[CH:27]=[CH:28][CH:29]=[CH:30][C:19]=2[O:18][CH:22]=1 |f:0.1|. Procedure: Diisobutylaluminium hydride in toluene (1.5M, 16.8 ml, 25.2 mmol) was added dropwise to a solution of methyl benzo[b]furan-3-carboxylate (2.02 g, 11.5 mmol) in tetrahydrofuran (50 ml) at -75° C. The resulting solution was stirred at -75° C. for 30 minutes, the cooling bath removed and the mixture allowed to warm to room temperature. The reaction mixture was recooled to -40° C. and quenched by sequential addition of methanol (3 ml), water (1.5 ml) and 2M sodium hydroxide (1.5 ml). The mixture was... Starting materials: O=C([O-])[O-], CC(C)=O, CI, [K+], [K+], CCOC(=O)c1nc([N+](=O)[O-])c[nH]1. The product is CCOC(=O)c1nc([N+](=O)[O-])cn1C. RXN SMILES: [C:14](=[O:15])([O-:16])[O-:17].[CH3:22][C:23](=[O:24])[CH3:25].[I:20][CH3:21].[K+:18].[K+:19].[N+:1](=[O:2])([O-:3])[c:4]1[n:5][c:6]([C:9](=[O:10])[O:11][CH2:12][CH3:13])[nH:7][cH:8]1>>[N+:1](=[O:2])([O-:3])[c:4]1[n:5][c:6]([C:9](=[O:10])[O:11][CH2:12][CH3:13])[n:7]([CH3:14])[cH:8]1. Starting materials: FC1=CC=C(C=C1)C1=NC2=CC=CC=C2C(=C1)C(=O)O (4-fluorophenyl-4-quinolinecarboxylic acid), S(=O)(Cl)Cl (thionyl chloride). Solvent: C1(=CC=CC=C1)C (toluene). Product: FC1=CC=C(C=C1)C1=NC2=CC=CC=C2C(=C1)C(=O)Cl (2-(4-fluorophenyl)-4-quinolinecarbonyl chloride). RXN SMILES: [F:1][C:2]1[CH:7]=[CH:6][C:5]([C:8]2[CH:17]=[C:16]([C:18]([OH:20])=O)[C:15]3[C:10](=[CH:11][CH:12]=[CH:13][CH:14]=3)[N:9]=2)=[CH:4][CH:3]=1.S(Cl)([Cl:23])=O>C1(C)C=CC=CC=1>[F:1][C:2]1[CH:7]=[CH:6][C:5]([C:8]2[CH:17]=[C:16]([C:18]([Cl:23])=[O:20])[C:15]3[C:10](=[CH:11][CH:12]=[CH:13][CH:14]=3)[N:9]=2)=[CH:4][CH:3]=1. Procedure: A mixture of 16.5 g of 2-(4-fluorophenyl-4-quinolinecarboxylic acid, 100 ml of thionyl chloride, and 50 ml of toluene was stirred and heated under reflux for 4 hr. The reaction mixture was the concentrated in vacuo, the residue was treated with more toluene, and the mixture again concentrated n vacuo. The residue was washed with ether to give 16 g of the above-named compound as a yellow solid. Starting materials: ClCCl, COCc1c(C(=O)OC)c2cc(OC)ccc2n1C, N#CC1=C(C#N)C(=O)C(Cl)=C(Cl)C1=O, O. The product is COC(=O)c1c(C=O)n(C)c2ccc(OC)cc12. Reaction SMILES: [CH2:34]([Cl:35])[Cl:36].[CH3:1][O:2][c:3]1[cH:4][c:5]2[c:6]([C:16](=[O:17])[O:18][CH3:19])[c:7]([CH2:13][O:14][CH3:15])[n:8]([CH3:12])[c:9]2[cH:10][cH:11]1.[Cl:20][C:21]1=[C:32]([Cl:33])[C:30](=[O:31])[C:27]([C:28]#[N:29])=[C:24]([C:25]#[N:26])[C:22]1=[O:23].[OH2:37]>>[CH3:1][O:2][c:3]1[cH:4][c:5]2[c:6]([C:16](=[O:17])[O:18][CH3:19])[c:7]([CH:13]=[O:14])[n:8]([CH3:12])[c:9]2[cH:10][cH:11]1. Starting materials: C(C)(C)(C)OC(=O)N1CCC(CC1)NCC1=NC=C(C=C1C)C (4-[(3,5-Dimethyl-pyridin-2-ylmethyl)-amino]-piperidine-1-carboxylic acid tert-butyl ester), CC(C)(C1=CC=CC=C1)C=1C(=NC=CC1)C=O (3-(1-Methyl-1-phenyl-ethyl)-pyridine-2-carbaldehyde), [BH-](OC(=O)C)(OC(=O)C)OC(=O)C.[Na+] (NaBH(OAc)3). The solvent is C(Cl)Cl (CH2Cl2). Product: C(C)(C)(C)OC(=O)N1CCC(CC1)N(CC1=NC=CC=C1C(C)(C1=CC=CC=C1)C)CC1=NC=C(C=C1C)C (4-{(3,5-Dimethyl-pyridin-2-ylmethyl)-[3-(1-methyl-1-phenyl-ethyl)-pyridin-2-ylmethyl]-amino}-piperidine-1-carboxylic acid tert-butyl ester). RXN SMILES: [C:1]([O:5][C:6]([N:8]1[CH2:13][CH2:12][CH:11]([NH:14][CH2:15][C:16]2[C:21]([CH3:22])=[CH:20][C:19]([CH3:23])=[CH:18][N:17]=2)[CH2:10][CH2:9]1)=[O:7])([CH3:4])([CH3:3])[CH3:2].[CH3:24][C:25]([C:33]1[C:34]([CH:39]=O)=[N:35][CH:36]=[CH:37][CH:38]=1)([C:27]1[CH:32]=[CH:31][CH:30]=[CH:29][CH:28]=1)[CH3:26].[BH-](OC(C)=O)(OC(C)=O)OC(C)=O.[Na+]>C(Cl)Cl>[C:1]([O:5][C:6]([N:8]1[CH2:13][CH2:12][CH:11]([N:14]([CH2:15][C:16]2[C:21]([CH3:22])=[CH:20][C:19]([CH3:23])=[CH:18][N:17]=2)[CH2:39][C:34]2[C:33]([C:25]([CH3:26])([C:27]3[CH:32]=[CH:31][CH:30]=[CH:29][CH:28]=3)[CH3:24])=[CH:38][CH:37]=[CH:36][N:35]=2)[CH2:10][CH2:9]1)=[O:7])([CH3:4])([CH3:3])[CH3:2] |f:2.3|. Procedure: Using General Procedure B: Reaction of 4-[(3,5-Dimethyl-pyridin-2-ylmethyl)-amino]-piperidine-1-carboxylic acid tert-butyl ester and 3-(1-Methyl-1-phenyl-ethyl)-pyridine-2-carbaldehyde with NaBH(OAc)3 in CH2Cl2 gave 4-{(3,5-Dimethyl-pyridin-2-ylmethyl)-[3-(1-methyl-1-phenyl-ethyl)-pyridin-2-ylmethyl]-amino}-piperidine-1-carboxylic acid tert-butyl ester as a white solid. Deprotection with TFA using General Procedure F gave (3,5-Dimethyl-pyridin-2-ylmethyl)-[3-(1-methyl-1-phenyl-ethyl)-pyridin-2-y... Starting materials: CCc1nc2c(Cl)c(Br)ccc2n1CC(F)(F)F, CN1CCCC1=O, N#C[Cu]. The product is CCc1nc2c(Cl)c(C#N)ccc2n1CC(F)(F)F. RXN SMILES: [Br:1][c:2]1[c:3]([Cl:18])[c:4]2[c:5]([n:6]([CH2:11][C:12]([F:13])([F:14])[F:15])[c:7]([CH2:9][CH3:10])[n:8]2)[cH:16][cH:17]1.[CH3:22][N:23]1[CH2:24][CH2:25][CH2:26][C:27]1=[O:28].[Cu:19][C:20]#[N:21]>>[c:2]1([C:20]#[N:21])[c:3]([Cl:18])[c:4]2[c:5]([n:6]([CH2:11][C:12]([F:13])([F:14])[F:15])[c:7]([CH2:9][CH3:10])[n:8]2)[cH:16][cH:17]1. The reactants are [Br-], CC(C)(C)[Si](C)(C)Oc1cc(-c2ccccc2)cc(C=O)c1O[Si](C)(C)C(C)(C)C, COC(C)(C)C, COc1cc(C[P+](c2ccccc2)(c2ccccc2)c2ccccc2)cc(OC)c1OC, CCCCCC, [Li]CCCC, C1CCOC1. Product: COc1cc(C=Cc2cc(-c3ccccc3)cc(O[Si](C)(C)C(C)(C)C)c2O[Si](C)(C)C(C)(C)C)cc(OC)c1OC. As a reaction SMILES: [Br-:1].[C:39]([CH3:40])([CH3:41])([CH3:42])[Si:43]([O:44][c:45]1[c:46]([CH:47]=[O:48])[cH:49][c:50](-[c:61]2[cH:62][cH:63][cH:64][cH:65][cH:66]2)[cH:51][c:52]1[O:53][Si:54]([CH3:55])([CH3:56])[C:57]([CH3:58])([CH3:59])[CH3:60])([CH3:67])[CH3:68].[C:80]([O:81][CH3:82])([CH3:83])([CH3:84])[CH3:85].[CH3:2][O:3][c:4]1[cH:5][c:6]([CH2:7][P+:8]([c:9]2[cH:10][cH:11][cH:12][cH:13][cH:14]2)([c:15]2[cH:16][cH:17][cH:18][cH:19][cH:20]2)[c:21]2[cH:22][cH:23][cH:24][cH:25][cH:26]2)[cH:27][c:28]([O:32][CH3:33])[c:29]1[O:30][CH3:31].[CH3:74][CH2:75][CH2:76][CH2:77][CH2:78][CH3:79].[Li:34][CH2:35][CH2:36][CH2:37][CH3:38].[O:69]1[CH2:70][CH2:71][CH2:72][CH2:73]1>>[CH3:2][O:3][c:4]1[cH:5][c:6]([CH:7]=[CH:47][c:46]2[c:45]([O:44][Si:43]([C:39]([CH3:40])([CH3:41])[CH3:42])([CH3:67])[CH3:68])[c:52]([O:53][Si:54]([CH3:55])([CH3:56])[C:57]([CH3:58])([CH3:59])[CH3:60])[cH:51][c:50](-[c:61]3[cH:62][cH:63][cH:64][cH:65][cH:66]3)[cH:49]2)[cH:27][c:28]([O:32][CH3:33])[c:29]1[O:30][CH3:31].